This data is from the Open Reaction Database (ORD), a public repository of structured organic reaction records. The task is: describe an organic reaction: reactants, conditions, products, and yield Reactants: Example 16, COC=1C=C(C=CC1)SCC1=C(C(=O)OC)C(=CC=C1)[N+](=O)[O-] (methyl 2-(3-methoxyphenylthiomethyl)-6-nitrobenzoate), aqueous solution, [OH-].[Na+] (sodium hydroxide). Solvent: CO (methanol). Product: COC=1C=C(C=CC1)SCC1=C(C(=O)O)C(=CC=C1)[N+](=O)[O-] (2-(3-methoxyphenylthiomethyl)-6-nitrobenzoic acid). The yield is 92.0%. Reaction SMILES: [OH-].[Na+].[CH3:3][O:4][C:5]1[CH:6]=[C:7]([S:11][CH2:12][C:13]2[CH:22]=[CH:21][CH:20]=[C:19]([N+:23]([O-:25])=[O:24])[C:14]=2[C:15]([O:17]C)=[O:16])[CH:8]=[CH:9][CH:10]=1>CO>[CH3:3][O:4][C:5]1[CH:6]=[C:7]([S:11][CH2:12][C:13]2[CH:22]=[CH:21][CH:20]=[C:19]([N+:23]([O-:25])=[O:24])[C:14]=2[C:15]([OH:17])=[O:16])[CH:8]=[CH:9][CH:10]=1 |f:0.1|. Reported procedure: In methanol (10 ml) was dissolved methyl 2-(3-methoxyphenylthiomethyl)-6-nitrobenzoate obtained in Reference Example 16 (0.96 g, 2.88 mmol), and a 4 mol/l aqueous solution of sodium hydroxide (10 ml) was added thereto, followed by heating under reflux for 2 hours. After the reaction, the reaction mixture was concentrated and adjusted to pH 3 with a 1 mol/l aqueous solution of hydrochloric acid to give 2-(3-methoxyphenylthiomethyl)-6-nitrobenzoic acid as a precipitated white solid (0.85 g, 92%). Starting materials: ice, ClC1=CC2=C(C(NC3=C(N2)N=CC=C3)=O)C=C1 (9-chloro-5,11-dihydro-6H-pyrido[2,3-b][1,4]benzodiazepin-6-one), [Na] (sodium), C(C)N(CC)CC1N(CCCC1)CC(=O)O (2-[(diethylamino)-methyl]-1-piperidine acetic acid), [H-].[Na+] (sodium hydride), paraffin, P(=O)(Cl)(Cl)Cl (phosphorus oxychloride), [H][H] (hydrogen), [OH-].[Na+] (sodium hydroxide). The solvent is CN(C=O)C (dimethyl formamide). Run at temperature 0 celsius, time 20 hour. The product is ClC1=CC2=C(C(NC3=C(N2C(CN2C(CCCC2)CN(CC)CC)=O)N=CC=C3)=O)C=C1 (9-Chloro-11-[[2-[(diethylamino)methyl]-1-piperidinyl]acetyl]-5,11-dihydro-6H-pyrido[2,3-b][1,4]benzodiazepin-6-one). RXN SMILES: [CH2:1]([N:3]([CH2:6][CH:7]1[CH2:12][CH2:11][CH2:10][CH2:9][N:8]1[CH2:13][C:14]([OH:16])=O)[CH2:4][CH3:5])[CH3:2].[H-].[Na+].[H][H].[Cl:21][C:22]1[CH:37]=[CH:36][C:25]2[C:26](=[O:35])[NH:27][C:28]3[CH:34]=[CH:33][CH:32]=[N:31][C:29]=3[NH:30][C:24]=2[CH:23]=1.[Na].P(Cl)(Cl)(Cl)=O.[OH-].[Na+]>CN(C)C=O>[Cl:21][C:22]1[CH:37]=[CH:36][C:25]2[C:26](=[O:35])[NH:27][C:28]3[CH:34]=[CH:33][CH:32]=[N:31][C:29]=3[N:30]([C:14](=[O:16])[CH2:13][N:8]3[CH2:9][CH2:10][CH2:11][CH2:12][CH:7]3[CH2:6][N:3]([CH2:1][CH3:2])[CH2:4][CH3:5])[C:24]=2[CH:23]=1 |f:1.2,7.8,^1:37|. Reported procedure: A mixture of 14.43 g (0.0632 mole) of 2-[(diethylamino)-methyl]-1-piperidine acetic acid and 2.0 g of a 75% sodium hydride dispersion in liquid paraffin in 160 ml of dimethyl formamide was heated at 50° to 80° C. until evolution of hydrogen had stopped. 15.35 g (0.0625 mole) of 9-chloro-5,11-dihydro-6H-pyrido[2,3-b][1,4]benzodiazepin-6-one were added to the resulting sodium salt of the said acid, and, at -10° C., 9.9 g (0.0646 mole) of phosphorus oxychloride were added dropwise within 10 minutes... Reactants: O1C=NC=C1C=1C=C2CC(NC2=CC1)=O (5-oxazol-5-yl-1,3-dihydro-indol-2-one), O1C=NC=C1C1=CC=C(N)C=C1 (4-oxazol-5-yl-aniline), CSC1C(NC2=CC=C(C=C12)C1=CN=CO1)=O (3-methylsulfanyl-5-oxazol-5-yl-1,3-dihydro-indol-2-one), C(C)OC=C1C(NC2=CC=C(C=C12)C1=CN=CO1)=O (3-ethoxymethylene-5-oxazol-5-yl-1,3-dihydro-indol-2-one), CN(S(=O)(=O)C1=CC=C(C=C1)N)C (N,N-dimethyl-4-aminobenzenesulfonamide). Product: CSC1C(NC2=CC=C(C=C12)C1=CN=CO1)=O (3-Methylsulfanyl-5-oxazol-5-yl-1,3-dihydro-indol-2-one), O1C=NC=C1C=1C=C2CC(NC2=CC1)=O (5-Oxazol-5-yl-1,3-dihydro-indol-2-one), C(C)OC=C1C(NC2=CC=C(C=C12)C1=CN=CO1)=O (3-Ethoxymethylene-5-oxazol-5-yl-1,3-dihydro-indol-2-one), CN(S(=O)(=O)C1=CC=C(C=C1)NC=C1C(NC2=CC=C(C=C12)C1=CN=CO1)=O)C (N,N-Dimethyl-4-[(5-oxazol-5-yl-2-oxo-1,2-dihydro-indol-3-ylidenemethyl)-amino]-benzenesulfonamide). Reaction SMILES: [O:1]1[C:5]([C:6]2[CH:12]=[CH:11][C:9]([NH2:10])=[CH:8][CH:7]=2)=[CH:4][N:3]=[CH:2]1.[CH3:13][S:14][CH:15]1[C:23]2[C:18](=[CH:19][CH:20]=[C:21]([C:24]3[O:28][CH:27]=[N:26][CH:25]=3)[CH:22]=2)[NH:17][C:16]1=[O:29].[O:30]1[C:34]([C:35]2[CH:36]=[C:37]3[C:41](=[CH:42][CH:43]=2)[NH:40][C:39](=[O:44])[CH2:38]3)=[CH:33][N:32]=[CH:31]1.[CH2:45]([O:47][CH:48]=[C:49]1[C:57]2[C:52](=[CH:53][CH:54]=[C:55]([C:58]3[O:62][CH:61]=[N:60][CH:59]=3)[CH:56]=2)[NH:51][C:50]1=[O:63])[CH3:46].[CH3:64][N:65]([CH3:76])[S:66]([C:69]1[CH:74]=[CH:73][C:72]([NH2:75])=[CH:71][CH:70]=1)(=[O:68])=[O:67]>>[CH3:13][S:14][CH:15]1[C:23]2[C:18](=[CH:19][CH:20]=[C:21]([C:24]3[O:28][CH:27]=[N:26][CH:25]=3)[CH:22]=2)[NH:17][C:16]1=[O:29].[O:30]1[C:34]([C:35]2[CH:36]=[C:37]3[C:41](=[CH:42][CH:43]=2)[NH:40][C:39](=[O:44])[CH2:38]3)=[CH:33][N:32]=[CH:31]1.[CH2:45]([O:47][CH:48]=[C:49]1[C:57]2[C:52](=[CH:53][CH:54]=[C:55]([C:58]3[O:62][CH:61]=[N:60][CH:59]=3)[CH:56]=2)[NH:51][C:50]1=[O:63])[CH3:46].[CH3:64][N:65]([CH3:76])[S:66]([C:69]1[CH:74]=[CH:73][C:72]([NH:75][CH:20]=[C:21]2[C:11]3[C:9](=[CH:8][CH:7]=[C:6]([C:5]4[O:1][CH:2]=[N:3][CH:4]=4)[CH:12]=3)[NH:10][C:24]2=[O:28])=[CH:71][CH:70]=1)(=[O:67])=[O:68]. Procedure: 3-Methylsulfanyl-5-oxazol-5-yl-1,3-dihydro-indol-2-one was prepared from 4-oxazol-5-yl-aniline according to Procedure D: 1H NMR (DMSO-d6): δ10.7 (s, 1H), 8.3 (s, 1H), 7.5 (s, 3H), 6.9 (d, 1H), 4.5 (s, 1H), 2.0 (s, 3H); APCI−M m/z 247 (M+H)+. 5-Oxazol-5-yl-1,3-dihydro-indol-2-one was prepared from 3-methylsulfanyl-5-oxazol-5-yl-1,3-dihydro-indol-2-one according to Procedure D: 1H NMR (DMSO-d6): δ10.5 (s, 1H), 8.3 (s, 1H), 7.5 (m, 3H), 6,8 (d, 1H), 3.5 (s, 2H); APCI−MS m/z 201 (M+H)+. 3-Ethoxymeth... Product: NC(=O)ON(Cc1ccccc1)Cc1ccccc1. RXN SMILES: [CH2:1]([c:2]1[cH:3][cH:4][cH:5][cH:6][cH:7]1)[N:8]([OH:9])[CH2:10][c:11]1[cH:12][cH:13][cH:14][cH:15][cH:16]1.[CH3:22][OH:23].[ClH:17].[K:18][O:19][C:20]#[N:21].[OH2:24]>>[CH2:1]([c:2]1[cH:3][cH:4][cH:5][cH:6][cH:7]1)[N:8]([O:9][C:20](=[O:19])[NH2:21])[CH2:10][c:11]1[cH:12][cH:13][cH:14][cH:15][cH:16]1. Starting materials: ON(Cc1ccccc1)Cc1ccccc1, CO, Cl, N#CO[K], O. The reactants are COc1cc([N+](=O)[O-])c(OC)cc1N1CCC(N2CCCCC2)CC1, CCOC(C)=O, CCO. Yields the product COc1cc(N2CCC(N3CCCCC3)CC2)c(OC)cc1N. RXN SMILES: [CH3:1][O:2][c:3]1[c:4]([N:14]2[CH2:15][CH2:16][CH:17]([N:20]3[CH2:21][CH2:22][CH2:23][CH2:24][CH2:25]3)[CH2:18][CH2:19]2)[cH:5][c:6]([O:12][CH3:13])[c:7]([N+:9]([O-:10])=[O:11])[cH:8]1.[CH3:26][CH2:27][O:28][C:29]([CH3:30])=[O:31].[CH3:32][CH2:33][OH:34]>>[CH3:1][O:2][c:3]1[c:4]([N:14]2[CH2:15][CH2:16][CH:17]([N:20]3[CH2:21][CH2:22][CH2:23][CH2:24][CH2:25]3)[CH2:18][CH2:19]2)[cH:5][c:6]([O:12][CH3:13])[c:7]([NH2:9])[cH:8]1. Reactants: CCOC(=O)C(=O)c1ccc(C2CCCCC2)c(Br)c1, CN(C)C=O, [Cu], FC(F)(F)I. Product: CCOC(=O)C(=O)c1ccc(C2CCCCC2)c(C(F)(F)F)c1. RXN SMILES: [Br:1][c:2]1[cH:3][c:4]([C:14]([C:15](=[O:16])[O:17][CH2:18][CH3:19])=[O:20])[cH:5][cH:6][c:7]1[CH:8]1[CH2:9][CH2:10][CH2:11][CH2:12][CH2:13]1.[CH3:27][N:28]([CH3:29])[CH:30]=[O:31].[Cu:26].[F:21][C:22]([F:23])([F:24])[I:25]>>[c:2]1([C:22]([F:21])([F:23])[F:24])[cH:3][c:4]([C:14]([C:15](=[O:16])[O:17][CH2:18][CH3:19])=[O:20])[cH:5][cH:6][c:7]1[CH:8]1[CH2:9][CH2:10][CH2:11][CH2:12][CH2:13]1.